This data is from the Open Reaction Database (ORD), a public repository of structured organic reaction records. The task is: describe an organic reaction: reactants, conditions, products, and yield The reactants are ClC1=CC=C2C(C=CO2)=C1C=O (5-chloro-benzofuran-4-carbaldehyde), ClC=1C(=CC2=C(C=CO2)C1)C=O (5-chloro-benzofuran-6-carbaldehyde), C(#N)CP(OCC)(OCC)=O (diethyl cyanomethylphosphonate), [H-].[Na+] (sodium hydride). Run in COCCOC (DME), COCCOC (ethylene glycol dimethyl ether), COCCOC (DME). Run at time 20 minute. Yields the product ClC1=C(C=C(C=C1)OCC(OCC)OCC)C (1-Chloro-4-(2,2-diethoxy-ethoxy)-2-methyl-benzene). RXN SMILES: C(CP(=O)([O:8][CH2:9][CH3:10])OCC)#N.[H-].[Na+].[Cl:14][C:15]1[C:23]([CH:24]=O)=[C:19]2[CH:20]=[CH:21][O:22][C:18]2=[CH:17][CH:16]=1.ClC1C(C=O)=CC2[O:34][CH:33]=[CH:32]C=2C=1>COCCOC>[Cl:14][C:15]1[CH:16]=[CH:17][C:18]([O:22][CH2:21][CH:20]([O:8][CH2:9][CH3:10])[O:34][CH2:33][CH3:32])=[CH:19][C:23]=1[CH3:24] |f:1.2|. Reported procedure: A solution of diethyl cyanomethylphosphonate (11.5 ml) in dry ethylene glycol dimethyl ether (DME; 10 ml) was added dropwise to a suspension of sodium hydride (60%; 2.914 g) in DME (50 ml) at 0° under nitrogen. The mixture was stirred at 0° for 20 mins. Then a solution of 5-chloro-benzofuran-4-carbaldehyde mixture with 5-chloro-benzofuran-6-carbaldehyde (10.95 g) in DME (50 ml) was added in one portion. The mixture was heated at 60° for 2 h, cooled to room temperature and partitioned between wat... The reactants are Cl.O1CCOCC1 (HCl dioxane), C(C)(C)(C)OC(=O)N1C(=CC=C1)C1=CC(=CC=C1)S(N)(=O)=O (2-(3-Sulfamoyl-phenyl)-pyrrole-1-carboxylic acid tert-butyl ester), CC(=O)O (HOAc). Reagents/catalysts: [Pt] (Pt/C). Run in CCO (EtOH). Product: N1C(CCC1)C=1C=C(C=CC1)S(=O)(=O)N (3-Pyrrolidin-2-yl-benzenesulfonamide), Cl (HCl). RXN SMILES: C(OC([N:8]1[CH:12]=[CH:11][CH:10]=[C:9]1[C:13]1[CH:18]=[CH:17][CH:16]=[C:15]([S:19](=[O:22])(=[O:21])[NH2:20])[CH:14]=1)=O)(C)(C)C.CC(O)=O.[ClH:27].O1CCOCC1>CCO.[Pt]>[NH:8]1[CH2:12][CH2:11][CH2:10][CH:9]1[C:13]1[CH:14]=[C:15]([S:19]([NH2:20])(=[O:21])=[O:22])[CH:16]=[CH:17][CH:18]=1.[ClH:27] |f:2.3|. Reported procedure: 3B (290 mg, 0.9 mmol) was hydrogenated in EtOH (9.0 mL) and HOAc (0.15 mL) with Pt/C (5% wt, 100 mg) using a H2 balloon for 2 days. After filtration and evaporation of solvent, the crude product was stirred in EtOAc (1.0 mL) and 4.0 N HCl/dioxane (4.3 mL, 18 eq) at rt for 1.0 h. After removal of solvent, 3C was obtained as HCl salt. 1H NMR (400 MHz, Methanol-d4) δ ppm 2.26 (m, 3H) 2.55 (m, 1H) 3.49 (m, 2H) 4.74 (dd, J=10.11, 6.59 Hz, 1H) 7.66 (t, J=7.69 Hz, 1H) 7.74 (m, 1H) 7.97 (d, J=7.91 Hz, 1...